Dataset: the Open Reaction Database (ORD), a public repository of structured organic reaction records. Task: describe an organic reaction: reactants, conditions, products, and yield Reactants: CC(C)(C)OC(N)=O, C1CCOC1, CSc1sc(C#N)cc1S(=O)(=O)c1cccc(N2CCCCC2)c1, [Li]CCCC. Product: CSc1sc(C(=N)NC(=O)OC(C)(C)C)cc1S(=O)(=O)c1cccc(N2CCCCC2)c1. As a reaction SMILES: [C:1]([CH3:2])([CH3:3])([CH3:4])[O:5][C:6]([NH2:7])=[O:8].[CH2:38]1[O:39][CH2:40][CH2:41][CH2:42]1.[CH3:14][S:15][c:16]1[c:17]([S:23](=[O:24])(=[O:25])[c:26]2[cH:27][c:28]([N:32]3[CH2:33][CH2:34][CH2:35][CH2:36][CH2:37]3)[cH:29][cH:30][cH:31]2)[cH:18][c:19]([C:21]#[N:22])[s:20]1.[CH3:9][CH2:10][CH2:11][CH2:12][Li:13]>>[C:1]([CH3:2])([CH3:3])([CH3:4])[O:5][C:6]([NH:7][C:21]([c:19]1[cH:18][c:17]([S:23](=[O:24])(=[O:25])[c:26]2[cH:27][c:28]([N:32]3[CH2:33][CH2:34][CH2:35][CH2:36][CH2:37]3)[cH:29][cH:30][cH:31]2)[c:16]([S:15][CH3:14])[s:20]1)=[NH:22])=[O:8].